Dataset: the Open Reaction Database (ORD), a public repository of structured organic reaction records. Task: describe an organic reaction: reactants, conditions, products, and yield Starting materials: ClN1C(N(C(NC1=O)=O)Cl)=O.[Na] (sodium dichlorocyanuric acid), O=C1N(CN(C(N1C)=O)C)C (2,4-dioxo-hexahydro-1,3,5-trimethyl-s-triazine). The solvent is CO (methanol). Yields the product [Cl-].O=C1[NH+](CN(C(N1C)=O)C)C (2,4-Dioxo-1,2,3,4-tetrahydro-1,3,5-trimethyl-s-triazinium chloride). RXN SMILES: [Cl:1]N1C(=O)NC(=O)N(Cl)C1=O.[Na].[O:13]=[C:14]1[N:19]([CH3:20])[C:18](=[O:21])[N:17]([CH3:22])[CH2:16][N:15]1[CH3:23]>CO>[Cl-:1].[O:13]=[C:14]1[N:19]([CH3:20])[C:18](=[O:21])[N:17]([CH3:22])[CH2:16][NH+:15]1[CH3:23] |f:0.1,4.5,^1:11|. Procedure: 17.8 g (0.1 mol) of sodium dichlorocyanuric acid are added to 15.7 g (0.1 mol) of 2,4-dioxo-hexahydro-1,3,5-trimethyl-s-triazine in 50 ml of methanol and the mixture is stirred. The cyanuric acid which has precipitated is then filtered off and the filtrate is evaporated. The residue which remains on evaporation is digested with water. After renewed filtration to remove residual cyanuric acid, an aqueous solution of the same compound as in Example g is obtained. Reactants: CNC1=CC=CC=C1 (N-methylaniline), C1N(CCC2=CC=CC=C12)C1=NC(=NC=2CCCCC12)Cl (4-(1,2,3,4-tetrahydroisoquinolin-2-yl)-2-chloro-5,6,7,8-tetrahydroquinazoline). Run in CN(C=O)C (dimethylformamide). The product is Cl.CN(C1=NC=2CCCCC2C(=N1)N1CC2=CC=CC=C2CC1)C1=CC=CC=C1 (2-(N-methylphenylamino)-4-(1,2,3,4-tetrahydroisoquinolin-2-yl)-5,6,7,8-tetrahydroquinazoline hydrochloride). Isolated yield 39.3%. Reaction SMILES: [CH3:1][NH:2][C:3]1[CH:8]=[CH:7][CH:6]=[CH:5][CH:4]=1.[CH2:9]1[C:18]2[C:13](=[CH:14][CH:15]=[CH:16][CH:17]=2)[CH2:12][CH2:11][N:10]1[C:19]1[C:28]2[CH2:27][CH2:26][CH2:25][CH2:24][C:23]=2[N:22]=[C:21]([Cl:29])[N:20]=1>CN(C)C=O>[ClH:29].[CH3:1][N:2]([C:3]1[CH:8]=[CH:7][CH:6]=[CH:5][CH:4]=1)[C:21]1[N:20]=[C:19]([N:10]2[CH2:11][CH2:12][C:13]3[C:18](=[CH:17][CH:16]=[CH:15][CH:14]=3)[CH2:9]2)[C:28]2[CH2:27][CH2:26][CH2:25][CH2:24][C:23]=2[N:22]=1 |f:3.4|. Procedure details: After N-methylaniline(0.70 ml, 6.3 mmol) was added to a mixture solution of 4-(1,2,3,4-tetrahydroisoquinolin-2-yl)-2-chloro-5,6,7,8-tetrahydroquinazoline(0.90 g, 3.0 mmol) and dimethylformamide(5 ml), 0.48 g of the titled compound was obtained in accordance with the same procedure as in Step 2 of Example 1. Reactants: C(C)OC(=O)C1CN(CCC1)C1=NC2=CC=C(C(=C2C=C1)C(NCC1CCC(CC1)(F)F)=O)Cl (1-{6-Chloro-5-[(4,4-difluoro-cyclohexylmethyl)-carbamoyl]-quinolin-2-yl}-piperidine-3-carboxylic acid ethyl ester), [OH-].[Na+] (sodium hydroxide). Yields the product ClC=1C(=C2C=CC(=NC2=CC1)N1CC(CCC1)C(=O)O)C(NCC1CCC(CC1)(F)F)=O (1-{6-Chloro-5-[(4,4-difluoro-cyclohexylmethyl)-carbamoyl]-quinolin-2-yl}-piperidine-3-carboxylic acid). RXN SMILES: C([O:3][C:4]([CH:6]1[CH2:11][CH2:10][CH2:9][N:8]([C:12]2[CH:21]=[CH:20][C:19]3[C:14](=[CH:15][CH:16]=[C:17]([Cl:34])[C:18]=3[C:22](=[O:33])[NH:23][CH2:24][CH:25]3[CH2:30][CH2:29][C:28]([F:32])([F:31])[CH2:27][CH2:26]3)[N:13]=2)[CH2:7]1)=[O:5])C.[OH-].[Na+]>>[Cl:34][C:17]1[C:18]([C:22](=[O:33])[NH:23][CH2:24][CH:25]2[CH2:30][CH2:29][C:28]([F:32])([F:31])[CH2:27][CH2:26]2)=[C:19]2[C:14](=[CH:15][CH:16]=1)[N:13]=[C:12]([N:8]1[CH2:9][CH2:10][CH2:11][CH:6]([C:4]([OH:5])=[O:3])[CH2:7]1)[CH:21]=[CH:20]2 |f:1.2|. Reported procedure: 1-{6-Chloro-5-[(4,4-difluoro-cyclohexylmethyl)-carbamoyl]-quinolin-2-yl}-piperidine-3-carboxylic acid ethyl ester was hydrolysed to the desired product with 2.5 M aqueous sodium hydroxide. 1H NMR (400 MHz, DMSO-d6) δ ppm 12.41 (s, 1H), 8.72-8.75 (m, 1H), 7.73 (d, J=9.41 Hz, 1H), 7.50-7.56 (m, 2H), 7.35 (d, J=9.51 Hz, 1H), 4.48-4.51 (m, 1H), 4.18-4.21 (m, 1H), 3.15-3.25 (m, 4H), 2.48-2.52 (m, 1H), 1.97-2.03 (m, 3H), 1.82-1.85 (m, 3H), 1.63-1.76 (m, 4H), 1.45-1.51 (m, 1H), 1.27-1.31 (m, 2H). m/z: ... The reactants are FC1=CC=C(N)C=C1 (4-fluoroaniline), CC=1C(=NC(=NC1C)N1[C@H](C2=CC=CC=C2CC1)C)Cl ((S)-5,6-dimethyl-2-(1-methyl-1,2,3,4-tetrahydroisoquinoline-2-yl)-4-chloropyrimidine). Run in CN(C=O)C (dimethylformamide). Yields the product Cl.CC=1C(=NC(=NC1C)N1[C@H](C2=CC=CC=C2CC1)C)NC1=CC=C(C=C1)F ((S)-5,6-dimethyl-4-(4-fluorophenylamino)-2-(1-methyl-1,2,3,4-tetrahydroisoquinolin-2-yl)pyrimidine hydrochloride). Yield: 46.0%. As a reaction SMILES: [F:1][C:2]1[CH:8]=[CH:7][C:5]([NH2:6])=[CH:4][CH:3]=1.[CH3:9][C:10]1[C:11]([Cl:28])=[N:12][C:13]([N:17]2[CH2:26][CH2:25][C:24]3[C:19](=[CH:20][CH:21]=[CH:22][CH:23]=3)[C@@H:18]2[CH3:27])=[N:14][C:15]=1[CH3:16]>CN(C)C=O>[ClH:28].[CH3:9][C:10]1[C:11]([NH:6][C:5]2[CH:7]=[CH:8][C:2]([F:1])=[CH:3][CH:4]=2)=[N:12][C:13]([N:17]2[CH2:26][CH2:25][C:24]3[C:19](=[CH:20][CH:21]=[CH:22][CH:23]=3)[C@@H:18]2[CH3:27])=[N:14][C:15]=1[CH3:16] |f:3.4|. Procedure details: After 4-fluoroaniline(0.6 ml, 6.3 mmol) was added to mixture solution of (S)-5,6-dimethyl-2-(1-methyl-1,2,3,4-tetrahydroisoquinoline-2-yl)-4-chloropyrimidine(0.85 g, 3.0 mmol) prepared in Step 2 of Example 62 and dimethylformamide (10 ml), 0.55 g of the titled compound was obtained in accordance with the same procedure as in Step 4 of Example 57.